This data is from the Open Reaction Database (ORD), a public repository of structured organic reaction records. The task is: describe an organic reaction: reactants, conditions, products, and yield Starting materials: C(C)(C)(C)OC(=O)N1CCN(CC1)C1=C(C=C(C=C1)C#N)F (4-(4-cyano-2-fluoro-phenyl)-piperazine-1-carboxylic acid tert-butyl ester), C1(CCCC1)[Mg]Cl (cyclopentylmagnesium chloride), Cl (HCl), O (water). Solvent: CCOCC (Et2O). Conditions: temperature 0 celsius. The product is C(C)(C)(C)OC(=O)N1CCN(CC1)C1=C(C=C(C=C1)C(=O)C1CCCC1)F (4-(4-Cyclopentanecarbonyl-2-fluoro-phenyl)-piperazine-1-carboxylic acid tert-butyl ester). RXN SMILES: [C:1]([O:5][C:6]([N:8]1[CH2:13][CH2:12][N:11]([C:14]2[CH:19]=[CH:18][C:17]([C:20]#N)=[CH:16][C:15]=2[F:22])[CH2:10][CH2:9]1)=[O:7])([CH3:4])([CH3:3])[CH3:2].[CH:23]1([Mg]Cl)[CH2:27][CH2:26][CH2:25][CH2:24]1.[OH2:30].Cl>CCOCC>[C:1]([O:5][C:6]([N:8]1[CH2:9][CH2:10][N:11]([C:14]2[CH:19]=[CH:18][C:17]([C:20]([CH:23]3[CH2:27][CH2:26][CH2:25][CH2:24]3)=[O:30])=[CH:16][C:15]=2[F:22])[CH2:12][CH2:13]1)=[O:7])([CH3:4])([CH3:3])[CH3:2]. Reported procedure: A −78° C. solution of 4-(4-cyano-2-fluoro-phenyl)-piperazine-1-carboxylic acid tert-butyl ester (0.27 g, 0.87 mmol) in Et2O (10 mL) was treated with cyclopentylmagnesium chloride (1.5 mL, 2 M). The mixture was allowed to slowly reach rt overnight. The reaction was then cooled to 0° C. and water added (10 mL). The pH of the mixture was adjusted to ˜7 with 1 M HCl and was extracted with Et2O and the solvent removed. Purification on SiO2EtOAc/hexanes) provided 0.19 g of the title compound. MS (ESI)...